Dataset: the Open Reaction Database (ORD), a public repository of structured organic reaction records. Task: describe an organic reaction: reactants, conditions, products, and yield Starting materials: O=C(c1ccccc1)c1cc2cc(O)c(O)cc2oc1=O, CCOC(C)=O, O=[N+]([O-])O. The product is O=C(c1ccccc1)c1cc2c([N+](=O)[O-])c(O)c(O)cc2oc1=O. Reaction SMILES: [C:5]([c:6]1[cH:7][cH:8][cH:9][cH:10][cH:11]1)(=[O:12])[c:13]1[c:14](=[O:25])[o:15][c:16]2[cH:17][c:18]([OH:24])[c:19]([OH:23])[cH:20][c:21]2[cH:22]1.[CH3:26][CH2:27][O:28][C:29](=[O:30])[CH3:31].[OH:1][N+:2]([O-:3])=[O:4]>>[O-:1][N+:2](=[O:4])[c:20]1[c:19]([OH:23])[c:18]([OH:24])[cH:17][c:16]2[o:15][c:14](=[O:25])[c:13]([C:5]([c:6]3[cH:7][cH:8][cH:9][cH:10][cH:11]3)=[O:12])[cH:22][c:21]21. Reactants: O=Cc1cc(C(=O)c2ccccc2)ccc1[N+](=O)[O-], CN(C1CCCCC1)S(=O)(=O)CCN. The product is CN(C1CCCCC1)S(=O)(=O)CCNCc1cc(C(=O)c2ccccc2)ccc1[N+](=O)[O-]. As a reaction SMILES: [C:15]([c:16]1[cH:17][cH:18][cH:19][cH:20][cH:21]1)(=[O:22])[c:23]1[cH:24][cH:25][c:26]([N+:31](=[O:32])[O-:33])[c:27]([CH:28]=[O:29])[cH:30]1.[CH:1]1([N:7]([S:8](=[O:9])(=[O:10])[CH2:11][CH2:12][NH2:13])[CH3:14])[CH2:2][CH2:3][CH2:4][CH2:5][CH2:6]1>>[CH:1]1([N:7]([S:8](=[O:9])(=[O:10])[CH2:11][CH2:12][NH:13][CH2:28][c:27]2[c:26]([N+:31](=[O:32])[O-:33])[cH:25][cH:24][c:23]([C:15]([c:16]3[cH:17][cH:18][cH:19][cH:20][cH:21]3)=[O:22])[cH:30]2)[CH3:14])[CH2:2][CH2:3][CH2:4][CH2:5][CH2:6]1.